This data is from the Open Reaction Database (ORD), a public repository of structured organic reaction records. The task is: describe an organic reaction: reactants, conditions, products, and yield The reactants are C1CCOC1, Cc1ccc(S(=O)(=O)OCC(O)COCc2ccccc2)cc1, CCOC(C)=O, [Li]CCCC, N#CCc1ccccc1. Product: N#CC(CC(O)COCc1ccccc1)c1ccccc1. Reaction SMILES: [CH2:38]1[O:39][CH2:40][CH2:41][CH2:42]1.[CH3:10][c:11]1[cH:12][cH:13][c:14]([S:15]([O:16][CH2:21][CH:22]([CH2:23][O:24][CH2:25][c:26]2[cH:27][cH:28][cH:29][cH:30][cH:31]2)[OH:32])(=[O:17])=[O:18])[cH:19][cH:20]1.[CH3:43][CH2:44][O:45][C:46]([CH3:47])=[O:48].[Li:33][CH2:34][CH2:35][CH2:36][CH3:37].[N:1]#[C:2][CH2:3][c:4]1[cH:5][cH:6][cH:7][cH:8][cH:9]1>>[N:1]#[C:2][CH:3]([c:4]1[cH:5][cH:6][cH:7][cH:8][cH:9]1)[CH2:21][CH:22]([CH2:23][O:24][CH2:25][c:26]1[cH:27][cH:28][cH:29][cH:30][cH:31]1)[OH:32].